From a dataset of the Open Reaction Database (ORD), a public repository of structured organic reaction records. describe an organic reaction: reactants, conditions, products, and yield Starting materials: C=C(OCC)c1cncc(NC(C)=O)c1, CC(C)=O, Cl, [Na+], O=C([O-])O. Product: CC(=O)Nc1cncc(C(C)=O)c1. Reaction SMILES: [CH2:1]([CH3:2])[O:3][C:4](=[CH2:5])[c:6]1[cH:7][c:8]([NH:12][C:13]([CH3:14])=[O:15])[cH:9][n:10][cH:11]1.[CH3:22][C:23](=[O:24])[CH3:25].[ClH:16].[Na+:21].[O-:17][C:18]([OH:19])=[O:20]>>[O:3]=[C:4]([CH3:5])[c:6]1[cH:7][c:8]([NH:12][C:13]([CH3:14])=[O:15])[cH:9][n:10][cH:11]1. Starting materials: C(C)(=O)C1=CC2=C(OCC(N2)=O)C=C1 (6-Acetyl-2H-benzo[b][1,4]oxazin-3(4H)-one), [SiH](CC)(CC)CC (Et3SiH). The solvent is C(=O)(C(F)(F)F)O (TFA). Run at temperature 80 celsius. Yields the product C(C)C1=CC2=C(OCC(N2)=O)C=C1 (6-Ethyl-2H-benzo[b][1,4]oxazin-3(4H)-one). As a reaction SMILES: [C:1]([C:4]1[CH:14]=[CH:13][C:7]2[O:8][CH2:9][C:10](=[O:12])[NH:11][C:6]=2[CH:5]=1)(=O)[CH3:2].[SiH](CC)(CC)CC>C(O)(C(F)(F)F)=O>[CH2:1]([C:4]1[CH:14]=[CH:13][C:7]2[O:8][CH2:9][C:10](=[O:12])[NH:11][C:6]=2[CH:5]=1)[CH3:2]. Reported procedure: To a solution of 6-Acetyl-2H-benzo[b][1,4]oxazin-3(4H)-one (14) (0.5 mmol) in TFA (4 mL) was added Et3SiH (1.0 mmol). The reaction was heated at 80° C. for 2 h and then concentrated in vacuo. The residue was treated with sat aqueous NaHCO3 and the resulting solid was isolated by filtration, washed with water and dried in vacuo to give a white solid: 1H NMR (DMSO-d6, 400 MHz): δ=10.63 (s, 1H), 6.81-6.87 (m, 1H), 6.71 (s, 1H), 6.74 (d, J=8.1 Hz, 1H), 4.51 (s, 2H), 2.46-2.54 (m, 2H), 1.12 ppm (t, J... The reactants are CNCCN1C2=C(OCC3=C1C=CC=C3)C=CC=C2 (5,11-Dihydro-5-[2-(N-methylamino)ethyl]dibenzo[b,e][1,4]oxazepine), S(C)(=O)(=O)OCCC1=CC=C(C=C1)N(C)C (4-dimethylaminophenethyl mesylate), C([O-])([O-])=O.[Na+].[Na+] (sodium carbonate), [I-].[Na+] (sodium iodide). Solvent: C(C)#N (acetonitrile). Run at temperature 90 celsius. The product is CN(C1=CC=C(CCN(C)CCN2C3=C(OCC4=C2C=CC=C4)C=CC=C3)C=C1)C (5,11-dihydro-5-[2-[N-(4-dimethylaminophenethyl)-N-methylamino]ethyl]dibenzo[b,e][1,4]oxazepine), oil. Isolated yield 46.0%. RXN SMILES: [CH3:1][NH:2][CH2:3][CH2:4][N:5]1[C:11]2[CH:12]=[CH:13][CH:14]=[CH:15][C:10]=2[CH2:9][O:8][C:7]2[CH:16]=[CH:17][CH:18]=[CH:19][C:6]1=2.S(O[CH2:25][CH2:26][C:27]1[CH:32]=[CH:31][C:30]([N:33]([CH3:35])[CH3:34])=[CH:29][CH:28]=1)(=O)(=O)C.C(=O)([O-])[O-].[Na+].[Na+].[I-].[Na+]>C(#N)C>[CH3:34][N:33]([CH3:35])[C:30]1[CH:31]=[CH:32][C:27]([CH2:26][CH2:25][N:2]([CH2:3][CH2:4][N:5]2[C:11]3[CH:12]=[CH:13][CH:14]=[CH:15][C:10]=3[CH2:9][O:8][C:7]3[CH:16]=[CH:17][CH:18]=[CH:19][C:6]2=3)[CH3:1])=[CH:28][CH:29]=1 |f:2.3.4,5.6|. Procedure details: 5,11-Dihydro-5-[2-(N-methylamino)ethyl]dibenzo[b,e][1,4]oxazepine (254 mg, 1.00 mmol), 4-dimethylaminophenethyl mesylate (365 mg, 1.50 mmol), sodium carbonate (160 mg, 1.50 mmol) and sodium iodide (20 mg, 0.13 mmol) were added to acetonitrile (20 ml), and they were heated under reflux at 90° C. for 7 hours. The solvent was evaporated under reduced pressure. The obtained residue was distributed in ethyl acetate and saturated aqueous sodium hydrogencarbonate solution. The organic layer was washed ... Product: C(C)(C)(C)OC(CCOCCOCCOCCO)=O (3-{2-[2-(2-Hydroxy-ethoxy)-ethoxy]-ethoxy}-propionic acid tert-butyl ester). Reaction SMILES: [C:1]([O:5][C:6](=[O:9])[CH:7]=[CH2:8])([CH3:4])([CH3:3])[CH3:2].[OH:10][CH2:11][CH2:12][O:13][CH2:14][CH2:15][O:16][CH2:17][CH2:18][OH:19]>C1COCC1>[C:1]([O:5][C:6](=[O:9])[CH2:7][CH2:8][O:10][CH2:11][CH2:12][O:13][CH2:14][CH2:15][O:16][CH2:17][CH2:18][OH:19])([CH3:4])([CH3:3])[CH3:2]. Procedure details: Na metal (catalytic) was added to a stirring solution of acrylic acid tert-butyl ester (6.7 mL, 46 mmol), and 2-[2-(2-hydroxy-ethoxy)-ethoxy]-ethanol (20.7 g, 138 mmol) in THF (100 mL) at 0° C. and the mixture was stirred overnight. Solvent was removed and the remaining oil dissolved in EtOAc (100 mL). The organic layer was washed with water (3×50 mL), and dried over Na2SO4 and the solvent removed in vacuo to give an oil which corresponds to the title compound that would be used as is for the ne... Reaction conditions: time 8 hour. Run in C1CCOC1 (THF). Starting materials: C(C)(C)(C)OC(C=C)=O (acrylic acid tert-butyl ester), OCCOCCOCCO (2-[2-(2-hydroxy-ethoxy)-ethoxy]-ethanol).